From a dataset of the Open Reaction Database (ORD), a public repository of structured organic reaction records. describe an organic reaction: reactants, conditions, products, and yield Starting materials: N1(CCCCC1)CC=1C=C(C=CC1)NC(=O)C=1C=C2C(=NN=C(C2=CC1)Cl)Cl (1,4-dichloro-phthalazine-6-carboxylic acid (3-piperidin-1-ylmethyl-phenyl)-amide), [OH-].[Na+] (NaOH), O1CCOCC1 (dioxane), Cl (HCl). The solvent is O (water). Conditions: temperature 50 celsius. Yields the product N1(CCCCC1)CC=1C=C(C=CC1)NC(=O)C=1C=C2C(=NNC(C2=CC1)=O)Cl (4-chloro-1-oxo-1,2-dihydro-phthalazine-6-carboxylic acid (3-piperidin-1-ylmethyl-phenyl)-amide). As a reaction SMILES: [N:1]1([CH2:7][C:8]2[CH:9]=[C:10]([NH:14][C:15]([C:17]3[CH:18]=[C:19]4[C:24](=[CH:25][CH:26]=3)[C:23](Cl)=[N:22][N:21]=[C:20]4[Cl:28])=[O:16])[CH:11]=[CH:12][CH:13]=2)[CH2:6][CH2:5][CH2:4][CH2:3][CH2:2]1.[OH-].[Na+].[O:31]1CCOCC1.Cl>O>[N:1]1([CH2:7][C:8]2[CH:9]=[C:10]([NH:14][C:15]([C:17]3[CH:18]=[C:19]4[C:24](=[CH:25][CH:26]=3)[C:23](=[O:31])[NH:22][N:21]=[C:20]4[Cl:28])=[O:16])[CH:11]=[CH:12][CH:13]=2)[CH2:6][CH2:5][CH2:4][CH2:3][CH2:2]1 |f:1.2|. Procedure details: A mixture of 1,4-dichloro-phthalazine-6-carboxylic acid (3-piperidin-1-ylmethyl-phenyl)-amide (257 mg, 0.619 mmol), 2N NaOH (3.1 mL, 6.19 mmol) and dioxane (5 mL) was heated to 50° C. for 1 h. The reaction was diluted with water, acidified with conc. HCl to ˜pH 6. The reaction mixture was concentrated to low volume and filtered through celite. Preparatory HPLC afforded the desired regioisomer 4-chloro-1-oxo-1,2-dihydro-phthalazine-6-carboxylic acid (3-piperidin-1-ylmethyl-phenyl)-amide hydroform... Starting materials: ClC=1C=C(OC(C(CC)=O)C(CC)=O)C=C(C1)Cl (4-(3,5-dichlorophenoxy)-3,5-heptanedione), C(C)O (ethanol), NN (hydrazine). Product: ClC=1C=C(OC=2C(=NN(C2CC)CCO)CC)C=C(C1)Cl (2-[4-(3,5-Dichlorophenoxy)-3,5-diethyl-1H-pyrazol-1-yl]ethanol). RXN SMILES: [Cl:1][C:2]1[CH:3]=[C:4]([CH:15]=[C:16]([Cl:18])[CH:17]=1)[O:5][CH:6]([C:11](=O)[CH2:12][CH3:13])[C:7](=O)[CH2:8][CH3:9].[NH2:19][NH2:20].[CH2:21]([OH:23])[CH3:22]>>[Cl:1][C:2]1[CH:3]=[C:4]([CH:15]=[C:16]([Cl:18])[CH:17]=1)[O:5][C:6]1[C:11]([CH2:12][CH3:13])=[N:19][N:20]([CH2:22][CH2:21][OH:23])[C:7]=1[CH2:8][CH3:9]. Procedure details: 3,5-Dichlorophenol (501 mg, 3.07 mmol), potassium carbonate (467 mg, 3.38 mmol) and finally sodium iodide (461 mg, 3.07 mmol) were added sequentially to a stirred solution of the chloroketone of Preparation 2 (500 mg, 3.07 mmol) in acetone (15 ml), at room temperature and under nitrogen, producing an orange/red suspension. The mixture was heated under reflux for 22½ hours producing a yellow suspension. After cooling the mixture was diluted with water (10 ml) and the acetone was removed under red... Run in CN(C=O)C (N,N-dimethylformamide). Conditions: time 4 hour. As a reaction SMILES: Cl[CH2:2][CH2:3][CH2:4][N:5]1[C:9]2[CH:10]=[CH:11][CH:12]=[CH:13][C:8]=2[NH:7][C:6]1=[O:14].Cl.[F:16][C:17]1[CH:22]=[CH:21][C:20]([C:23](=[O:31])[CH2:24][CH:25]2[CH2:30][CH2:29][NH:28][CH2:27][CH2:26]2)=[CH:19][CH:18]=1.C(=O)([O-])[O-].[Na+].[Na+]>CN(C)C=O>[F:16][C:17]1[CH:22]=[CH:21][C:20]([C:23](=[O:31])[CH2:24][CH:25]2[CH2:30][CH2:29][N:28]([CH2:2][CH2:3][CH2:4][N:5]3[C:9]4[CH:10]=[CH:11][CH:12]=[CH:13][C:8]=4[NH:7][C:6]3=[O:14])[CH2:27][CH2:26]2)=[CH:19][CH:18]=1 |f:1.2,3.4.5|. The product is FC1=CC=C(C=C1)C(CC1CCN(CC1)CCCN1C(NC2=C1C=CC=C2)=O)=O (1-[3-[4-[2-(4-fluorophenyl)-2-oxoethyl]-1-piperidinyl]propyl]-1,3-dihydro-2H-benzimidazol-2-one). Procedure: A mixture of 2.3 parts of 1-(3-chloropropyl)-1,3-dihydro-2H-benzimidazol-2-one, 2.57 parts of 1-(4-fluorophenyl)-2-(4-piperidinyl)ethanone hydrochloride, 2.65 parts of sodium carbonate and 22.5 parts of N,N-dimethylformamide is stirred for 4 hours at 70°-80° C. The reaction mixture is poured onto water and the product is extracted with trichloromethane. The extract is dried, filtered and evaporated. The residue is crystallized from 4-methyl-2-pentanone. The product is filtered off and recrystall... Isolated yield 35.0%. Starting materials: ClCCCN1C(NC2=C1C=CC=C2)=O (1-(3-chloropropyl)-1,3-dihydro-2H-benzimidazol-2-one), Cl.FC1=CC=C(C=C1)C(CC1CCNCC1)=O (1-(4-fluorophenyl)-2-(4-piperidinyl)ethanone hydrochloride), C([O-])([O-])=O.[Na+].[Na+] (sodium carbonate). Starting materials: COc1ccc2c(c1)-c1c(c(C)nn1-c1ccc(OCc3ccccc3)cc1)CC2, CO, C1CCOC1. The product is COc1ccc2c(c1)-c1c(c(C)nn1-c1ccc(O)cc1)CC2. Reaction SMILES: [CH2:1]([c:2]1[cH:3][cH:4][cH:5][cH:6][cH:7]1)[O:8][c:9]1[cH:10][cH:11][c:12](-[n:15]2[n:16][c:17]([CH3:30])[c:18]3[c:23]2-[c:22]2[c:21]([cH:27][cH:26][c:25]([O:28][CH3:29])[cH:24]2)[CH2:20][CH2:19]3)[cH:13][cH:14]1.[CH3:36][OH:37].[O:31]1[CH2:32][CH2:33][CH2:34][CH2:35]1>>[OH:8][c:9]1[cH:10][cH:11][c:12](-[n:15]2[n:16][c:17]([CH3:30])[c:18]3[c:23]2-[c:22]2[c:21]([cH:27][cH:26][c:25]([O:28][CH3:29])[cH:24]2)[CH2:20][CH2:19]3)[cH:13][cH:14]1. Starting materials: C(C1=CC=CC=C1)OC1=CC=C(C=C1)C=1OC(=C(N1)CCOC1=CC=C(C=C1)[N+](=O)[O-])C (4-{2-[2-(4-benzyloxyphenyl)-5-methyl-4-oxazolyl]ethoxy}nitrobenzene). The reagents and catalysts are [Pd] (Pd-C). Solvent: CO (methanol). Product: OC1=CC=C(C=C1)C=1OC(=C(N1)CCOC1=CC=C(N)C=C1)C (4-{2-[2-(4-hydroxyphenyl)-5-methyl-4-oxazolyl]ethoxy}aniline). Yield: 80.9%. As a reaction SMILES: C([O:8][C:9]1[CH:14]=[CH:13][C:12]([C:15]2[O:16][C:17]([CH3:32])=[C:18]([CH2:20][CH2:21][O:22][C:23]3[CH:28]=[CH:27][C:26]([N+:29]([O-])=O)=[CH:25][CH:24]=3)[N:19]=2)=[CH:11][CH:10]=1)C1C=CC=CC=1>CO.[Pd]>[OH:8][C:9]1[CH:10]=[CH:11][C:12]([C:15]2[O:16][C:17]([CH3:32])=[C:18]([CH2:20][CH2:21][O:22][C:23]3[CH:24]=[CH:25][C:26]([NH2:29])=[CH:27][CH:28]=3)[N:19]=2)=[CH:13][CH:14]=1. Reported procedure: A solution of 4-{2-[2-(4-benzyloxyphenyl)-5-methyl-4-oxazolyl]ethoxy}nitrobenzene (10.65 g) in methanol (200 ml) was subjected to a catalytic hydrogenation over 10% Pd-C (50% wet, 4.0 g). After the catalyst was filtered off, the filtrate was concentrated to give 4-{2-[2-(4-hydroxyphenyl)-5-methyl-4-oxazolyl]ethoxy}aniline (6.21 g, 78.2%). Recrystallization from methanol afforded brownish prisms, m.p. 184°-185° C. Elemental analysis for C18H18N2O3 ; Calcd.: C, 69.66; H, 5.85; N, 9.03. Found: C, 6... Reactants: CC(CCCC(C)(O)CO)C1CCC2C3C(Br)C=C4CC(O)CC(O)C4(C)C3CCC12C, CCCCCC, Cc1ccccc1C. Product: CC(CCCC(C)(O)CO)C1CCC2C3=CC=C4CC(O)CC(O)C4(C)C3CCC21C. Reaction SMILES: [Br:1][CH:2]1[CH:3]2[CH:4]3[CH2:5][CH2:6][CH:7]([CH:8]([CH2:9][CH2:10][CH2:11][C:12]([CH2:13][OH:14])([CH3:15])[OH:16])[CH3:17])[C:18]3([CH3:32])[CH2:19][CH2:20][CH:21]2[C:22]2([CH3:31])[CH:23]([OH:30])[CH2:24][CH:25]([OH:29])[CH2:26][C:27]2=[CH:28]1.[CH3:41][CH2:42][CH2:43][CH2:44][CH2:45][CH3:46].[c:33]1([CH3:34])[c:35]([CH3:36])[cH:37][cH:38][cH:39][cH:40]1>>[CH:2]1=[C:3]2[CH:4]3[CH2:5][CH2:6][CH:7]([CH:8]([CH2:9][CH2:10][CH2:11][C:12]([CH2:13][OH:14])([CH3:15])[OH:16])[CH3:17])[C:18]3([CH3:32])[CH2:19][CH2:20][CH:21]2[C:22]2([CH3:31])[CH:23]([OH:30])[CH2:24][CH:25]([OH:29])[CH2:26][C:27]2=[CH:28]1. Reactants: CC(C)(C)n1ncc(Cl)c(Cl)c1=O, CCN(CC)CCOc1ccc(C(C)O)cc1. Product: CCN(CC)CCOc1ccc(C(C)Oc2cnn(C(C)(C)C)c(=O)c2Cl)cc1. As a reaction SMILES: [C:1]([CH3:2])([CH3:3])([CH3:4])[n:5]1[n:6][cH:7][c:8]([Cl:13])[c:9]([Cl:12])[c:10]1=[O:11].[CH2:14]([CH3:15])[N:16]([CH2:17][CH2:18][O:19][c:20]1[cH:21][cH:22][c:23]([CH:24]([CH3:25])[OH:26])[cH:27][cH:28]1)[CH2:29][CH3:30]>>[C:1]([CH3:2])([CH3:3])([CH3:4])[n:5]1[n:6][cH:7][c:8]([O:26][CH:24]([c:23]2[cH:22][cH:21][c:20]([O:19][CH2:18][CH2:17][N:16]([CH2:14][CH3:15])[CH2:29][CH3:30])[cH:28][cH:27]2)[CH3:25])[c:9]([Cl:12])[c:10]1=[O:11].